From a dataset of the Open Reaction Database (ORD), a public repository of structured organic reaction records. describe an organic reaction: reactants, conditions, products, and yield Starting materials: C(C)N([C@@H]1CN(CCC1)C(=O)OCC1=CC=CC=C1)C=1C2=C(N=CN1)N(C=C2)S(=O)(=O)C2=CC=C(C)C=C2 ((S)-benzyl 3-(ethyl(7-tosyl-7H-pyrrolo[2,3-d]pyrimidin-4-yl)amino)piperidine-1-carboxylate). Reagents/catalysts: [Pd] (Pd/C). Run in C(C)O (ethanol). Reaction conditions: time 1 hour. The product is C(C)N(C=1C2=C(N=CN1)N(C=C2)S(=O)(=O)C2=CC=C(C)C=C2)[C@@H]2CNCCC2 ((S)—N-ethyl-N-(piperidin-3-yl)-7-tosyl-7H-pyrrolo[2,3-d]pyrimidin-4-amine). Yield: 61.8%. As a reaction SMILES: [CH2:1]([N:3]([C:20]1[C:21]2[CH:28]=[CH:27][N:26]([S:29]([C:32]3[CH:38]=[CH:37][C:35]([CH3:36])=[CH:34][CH:33]=3)(=[O:31])=[O:30])[C:22]=2[N:23]=[CH:24][N:25]=1)[C@H:4]1[CH2:9][CH2:8][CH2:7][N:6](C(OCC2C=CC=CC=2)=O)[CH2:5]1)[CH3:2]>C(O)C.[Pd]>[CH2:1]([N:3]([C@H:4]1[CH2:9][CH2:8][CH2:7][NH:6][CH2:5]1)[C:20]1[C:21]2[CH:28]=[CH:27][N:26]([S:29]([C:32]3[CH:38]=[CH:37][C:35]([CH3:36])=[CH:34][CH:33]=3)(=[O:30])=[O:31])[C:22]=2[N:23]=[CH:24][N:25]=1)[CH3:2]. Procedure details: A mixture of (S)-benzyl 3-(ethyl(7-tosyl-7H-pyrrolo[2,3-d]pyrimidin-4-yl)amino)piperidine-1-carboxylate (130 mg, 0.243 mmol), 10% Pd/C (130 mg) in ethanol (4 mL) was placed under an atmosphere of hydrogen (1 atm) for 1 h. The reaction mixture was filtered through a celite pad and the filtrate was concentrated in vacuo to yield the title intermediate (60 mg, 61%). LC-MS: m/z [M+1]=400. Starting materials: C(C)(=O)Cl (acetyl chloride), CO (methanol), N[C@@H](CCC(=O)O)C(=O)O (L-glutamic acid). Run in N1=CC=CC=C1 (pyridine). Run at time 48 hour. Product: CC(=O)OCC[C@@H](C(=O)O)N (γ-methyl L-glutamate). Reaction SMILES: [C:1](Cl)(=[O:3])[CH3:2].C[OH:6].[NH2:7][C@H:8]([C:14]([OH:16])=[O:15])[CH2:9][CH2:10]C(O)=O>N1C=CC=CC=1>[CH3:2][C:1]([O:3][CH2:10][CH2:9][C@H:8]([NH2:7])[C:14]([OH:16])=[O:15])=[O:6]. Procedure: A cold solution of 300 ml of acetyl chloride was slowly added to a flask containing 3 liters of methanol. To this mixture was added 442 g of L-glutamic acid. The flask was stoppered and shaken for several minutes to effect solution. The flask was then allowed to stand at room temperature with intermittent shaking for 24 hours. 300 ml of pyridine was added causing a precipitate to form. Upon standing for an additional 48 hours, the precipitate was collected on sintered glass and washed with two 6... Starting materials: C(#N)C1=C(C(=O)C(=C(C1=O)Cl)Cl)C#N (DDQ), NC=1C(=NC(=NC1Cl)C)NCC(C)(O)C (1-(5-amino-6-chloro-2-methylpyrimidin-4-ylamino)-2-methylpropan-2-ol), ClC1=C(C=O)C=CC=C1 (2-chlorobenzaldehyde), C1(=CC=C(C=C1)S(=O)(=O)O)C (p-toluene sulfonic acid). Run in C1(=CC=CC=C1)C (toluene), ClCCl (dichloromethane), ClCCl (dichloromethane). Reaction conditions: time 2 hour. Yields the product ClC1=C2N=C(N(C2=NC(=N1)C)CC(C)(O)C)C1=C(C=CC=C1)Cl (1-(6-Chloro-8-(2-chlorophenyl)-2-methyl-purin-9-yl)-2-methyl-propan-2-ol). The yield is 56.9%. RXN SMILES: [NH2:1][C:2]1[C:3]([NH:10][CH2:11][C:12]([CH3:15])([OH:14])[CH3:13])=[N:4][C:5]([CH3:9])=[N:6][C:7]=1[Cl:8].[Cl:16][C:17]1[CH:24]=[CH:23][CH:22]=[CH:21][C:18]=1[CH:19]=O.C1(C)C=CC(S(O)(=O)=O)=CC=1.C(C1C(=O)C(Cl)=C(Cl)C(=O)C=1C#N)#N>C1(C)C=CC=CC=1.ClCCl>[Cl:8][C:7]1[N:6]=[C:5]([CH3:9])[N:4]=[C:3]2[C:2]=1[N:1]=[C:19]([C:18]1[CH:21]=[CH:22][CH:23]=[CH:24][C:17]=1[Cl:16])[N:10]2[CH2:11][C:12]([CH3:15])([OH:14])[CH3:13]. Reported procedure: Heat a mixture of 1-(5-amino-6-chloro-2-methylpyrimidin-4-ylamino)-2-methylpropan-2-ol (0.5 g, 0.002 mol), 2-chlorobenzaldehyde (0.6 g, 0.004 mol), p-toluene sulfonic acid (0.1 g) and molecular sieves (1.0 g) in toluene (25 mL) to 130° C. for 16 h. Remove the molecular sieves by filtration through diatomaceous earth, and concentrate the filtrate under reduced pressure to give a residue. Dissolve the residue in dry dichloromethane (5 mL) and add DDQ (0.47 g, 0.002 mol) at 0° C. Stir the reaction ... Starting materials: CS(=O)c1ccc(Nc2ncc(Br)c(O)n2)cc1, ClCCl, [N-]=[N+]=[N-], [Na+], O=S(=O)(O)O. Product: CS(=N)(=O)c1ccc(Nc2ncc(Br)c(O)n2)cc1. Reaction SMILES: [Br:1][c:2]1[c:3]([OH:18])[n:4][c:5]([NH:8][c:9]2[cH:10][cH:11][c:12]([S:15](=[O:16])[CH3:17])[cH:13][cH:14]2)[n:6][cH:7]1.[CH2:28]([Cl:29])[Cl:30].[N-:20]=[N+:21]=[N-:22].[Na+:19].[S:23](=[O:24])(=[O:25])([OH:26])[OH:27]>>[Br:1][c:2]1[c:3]([OH:18])[n:4][c:5]([NH:8][c:9]2[cH:10][cH:11][c:12]([S:15](=[O:16])([CH3:17])=[NH:20])[cH:13][cH:14]2)[n:6][cH:7]1.